From a dataset of the Open Reaction Database (ORD), a public repository of structured organic reaction records. describe an organic reaction: reactants, conditions, products, and yield The reactants are [OH-].[Na+] (sodium hydroxide), CC(C)CCC[C@@H](C)CCC[C@@H](C)CCC\C(\C)=C\CO (phytol), C(C)(C)(C)OO (t-butyl hydroperoxide), S(=O)([O-])[O-].[Na+].[Na+] (sodium sulfite). Reagents/catalysts: [O-2].[O-2].[O-2].[O-2].[O-2].[V+5].[V+5] (vanadium pentoxide). Conditions: time 6 hour. Product: O1C(CO)C1(CCCC(CCCC(CCCC(C)C)C)C)C (2,3-epoxy-3,7,11,15-tetramethylhexadecan-1-ol). Isolated yield 96.0%. As a reaction SMILES: [CH3:1][CH:2]([CH2:4][CH2:5][CH2:6][C@H:7]([CH2:9][CH2:10][CH2:11][C@H:12]([CH2:14][CH2:15][CH2:16]/[C:17](=[CH:19]/[CH2:20][OH:21])/[CH3:18])[CH3:13])[CH3:8])[CH3:3].C([O:26]O)(C)(C)C.S([O-])([O-])=O.[Na+].[Na+].[OH-].[Na+]>[O-2].[O-2].[O-2].[O-2].[O-2].[V+5].[V+5]>[O:26]1[C:17]([CH3:18])([CH2:16][CH2:15][CH2:14][CH:12]([CH3:13])[CH2:11][CH2:10][CH2:9][CH:7]([CH3:8])[CH2:6][CH2:5][CH2:4][CH:2]([CH3:1])[CH3:3])[CH:19]1[CH2:20][OH:21] |f:2.3.4,5.6,7.8.9.10.11.12.13|. Reported procedure: A three-necked flask of 2-liter capacity, fitted with a stirrer, reflux-condenser and thermometer, was charged with 463.6 g (1.57 moles) of phytol, 221.8 g (1.72 moles) of a 70% (by weight) aqueous solution of t-butyl hydroperoxide and 710 mg of vanadium pentoxide and the reaction was conducted at 90° C. for 6 hours. Then, 350.4 g of a 14% (by weight) aqueous solution of sodium sulfite was added and the mixture was stirred at room temperature for 30 minutes. The reaction mixture was transferred ...